Dataset: the Open Reaction Database (ORD), a public repository of structured organic reaction records. Task: describe an organic reaction: reactants, conditions, products, and yield Reactants: CCNCc1cccc(C)n1, COc1ccccc1N(CC(=O)O)S(=O)(=O)c1ccc(C(C)C)cn1. The product is CCN(Cc1cccc(C)n1)C(=O)CN(c1ccccc1OC)S(=O)(=O)c1ccc(C(C)C)cn1. As a reaction SMILES: [CH2:26]([CH3:27])[NH:28][CH2:29][c:30]1[n:31][c:32]([CH3:36])[cH:33][cH:34][cH:35]1.[CH:1]([CH3:2])([CH3:3])[c:4]1[cH:5][cH:6][c:7]([S:10](=[O:11])(=[O:12])[N:13]([c:14]2[c:15]([O:20][CH3:21])[cH:16][cH:17][cH:18][cH:19]2)[CH2:22][C:23](=[O:24])[OH:25])[n:8][cH:9]1>>[CH:1]([CH3:2])([CH3:3])[c:4]1[cH:5][cH:6][c:7]([S:10](=[O:11])(=[O:12])[N:13]([c:14]2[c:15]([O:20][CH3:21])[cH:16][cH:17][cH:18][cH:19]2)[CH2:22][C:23](=[O:24])[N:28]([CH2:26][CH3:27])[CH2:29][c:30]2[n:31][c:32]([CH3:36])[cH:33][cH:34][cH:35]2)[n:8][cH:9]1. The reactants are O (Water), C(C)(C)(C)[SiH2]Cl (tert-Butyl-chloro-silane), BrC1=C(C(=CC(=C1)OC)[N+](=O)[O-])O (2-bromo-4-methoxy-6-nitro-phenol), C(C1=CC=CC=C1)=O (Benzaldehyde). The reagents and catalysts are [Cl-].[Cr+2].[Cl-] (chromium (II) chloride), [Mn] (manganese (0)). Solvent: CN(C=O)C (dimethylformamide). Conditions: time 4 minute. The product is BrC1=CC(=CC=2N=C(OC21)C2=CC=CC=C2)OC (7-bromo-5-methoxy-2-phenyl-benzooxazole). Reaction SMILES: C([SiH2]Cl)(C)(C)C.[Br:7][C:8]1[CH:13]=[C:12]([O:14][CH3:15])[CH:11]=[C:10]([N+:16]([O-])=O)[C:9]=1[OH:19].[CH:20](=O)[C:21]1[CH:26]=[CH:25][CH:24]=[CH:23][CH:22]=1.O>CN(C)C=O.[Cl-].[Cr+2].[Cl-].[Mn]>[Br:7][C:8]1[C:9]2[O:19][C:20]([C:21]3[CH:26]=[CH:25][CH:24]=[CH:23][CH:22]=3)=[N:16][C:10]=2[CH:11]=[C:12]([O:14][CH3:15])[CH:13]=1 |f:5.6.7|. Procedure: tert-Butyl-chloro-silane (0.25 ml) was added to a mixture of 2-bromo-4-methoxy-6-nitro-phenol (0.124 g), chromium (II) chloride (0.012 g) and manganese (0) powder (0.137 g) in dimethylformamide (3 mL). The mixture was subjected to microwaves for 4 min at 150° C. Benzaldehyde (0.06 mL) was added and the reaction was subjected to microwaves for 6 min at 150° C. Water (0.5 mL) was added, then after 30 min the mixture was filtered through a pad of celite. The above procedure was repeated three more ... The reactants are ClC=1C=C(C(=O)OO)C=CC1 (m-Chloroperoxybenzoic acid), OC1=CC=C(C=C1)C=1C=NC(=NC1)N1C=C(C2=CC=C(C=C12)C(=O)N1CCOCC1)SC ((1-(5-(4-Hydroxyphenyl)pyrimidin-2-yl)-3-(methylthio)-1H-indol-6-yl)(morpholino)-methanone). Solvent: ClCCl.CN(C)C=O (dichloromethane DMF), ClCCl (dichloromethane). Run at time 1 hour. Yields the product OC1=CC=C(C=C1)C=1C=NC(=NC1)N1C=C(C2=CC=C(C=C12)C(=O)N1CCOCC1)S(=O)C ((1-(5-(4-Hydroxyphenyl)pyrimidin-2-yl)-3-(methylsulfinyl)-1H-indol-6-yl)(morpholino)-methanone). Reaction SMILES: ClC1C=C(C=CC=1)C(OO)=[O:6].[OH:12][C:13]1[CH:18]=[CH:17][C:16]([C:19]2[CH:20]=[N:21][C:22]([N:25]3[C:33]4[C:28](=[CH:29][CH:30]=[C:31]([C:34]([N:36]5[CH2:41][CH2:40][O:39][CH2:38][CH2:37]5)=[O:35])[CH:32]=4)[C:27]([S:42][CH3:43])=[CH:26]3)=[N:23][CH:24]=2)=[CH:15][CH:14]=1>ClCCl.CN(C=O)C.ClCCl>[OH:12][C:13]1[CH:18]=[CH:17][C:16]([C:19]2[CH:24]=[N:23][C:22]([N:25]3[C:33]4[C:28](=[CH:29][CH:30]=[C:31]([C:34]([N:36]5[CH2:41][CH2:40][O:39][CH2:38][CH2:37]5)=[O:35])[CH:32]=4)[C:27]([S:42]([CH3:43])=[O:6])=[CH:26]3)=[N:21][CH:20]=2)=[CH:15][CH:14]=1 |f:2.3|. Procedure details: m-Chloroperoxybenzoic acid (134 mg, 0.5022 mmol, 0.8 eq) was added at 0° C. to a stirred solution of 86a) (280 mg, 0.6278 mmol, 1.0 eq) in dichloromethane/DMF (10:1; 22 mL) and the solution was stirred for 1 h at this temperature. The reaction mixture was then diluted with dichloromethane (20 mL), washed with saturated sodium hydrogen carbonate solution and brine, and dried over anhydrous sodium sulfate. The solvents were removed under vacuum and the residue was purified by preparative TLC using... Reactants: CN1C(NCC1=O)=O (3-methyl-hydantoin), BrBr (bromine), C1(=CC=CC=C1)O (phenol). Solvent: C(C)(=O)O (acetic acid). Reaction conditions: temperature 40 celsius, time 2 hour. Yields the product OC1=CC=C(C=C1)C1C(N(C(N1)=O)C)=O (5-(p-hydroxyphenyl)-3-methyl-hydantoin). Isolated yield 50.9%. Reaction SMILES: [CH3:1][N:2]1[C:6](=[O:7])[CH2:5][NH:4][C:3]1=[O:8].BrBr.[C:11]1([OH:17])[CH:16]=[CH:15][CH:14]=[CH:13][CH:12]=1>C(O)(=O)C>[OH:17][C:11]1[CH:16]=[CH:15][C:14]([CH:5]2[NH:4][C:3](=[O:8])[N:2]([CH3:1])[C:6]2=[O:7])=[CH:13][CH:12]=1. Procedure details: 4.56 g (40 mmol) of 3-methyl-hydantoin, 30 ml of acetic acid, and 2.0 ml (40 mmol) of bromine were mixed at room temperature. The reaction mixture was then vigorously stirred at a temperature of 40° C. for 2 hours. The reaction mixture was then allowed to cool to room temperature. To the reaction mixture was then added 5.7 g (60 mmol) of phenol. The reaction mixture was then allowed to undergo reaction at a temperature of 100° C. for 6 hours. The resulting precipitate was recovered by filtration... Reactants: CC(C)(C)NC(=O)c1cccc([N+](=O)[O-])c1Br, C1CCOC1, CCOC(C)=O, NC1CC1. Product: CC(C)(C)NC(=O)c1cccc([N+](=O)[O-])c1NC1CC1. Reaction SMILES: [Br:1][c:2]1[c:3]([C:4](=[O:5])[NH:6][C:7]([CH3:8])([CH3:9])[CH3:10])[cH:11][cH:12][cH:13][c:14]1[N+:15](=[O:16])[O-:17].[CH2:22]1[O:23][CH2:24][CH2:25][CH2:26]1.[CH3:27][CH2:28][O:29][C:30]([CH3:31])=[O:32].[CH:18]1([NH2:21])[CH2:19][CH2:20]1>>[c:2]1([NH:21][CH:18]2[CH2:19][CH2:20]2)[c:3]([C:4](=[O:5])[NH:6][C:7]([CH3:8])([CH3:9])[CH3:10])[cH:11][cH:12][cH:13][c:14]1[N+:15](=[O:16])[O-:17]. RXN SMILES: C[C:2]1[CH2:7][CH2:6][CH2:5][C:4](C)(C)[C:3]=1/[CH:10]=C/C(/C)=C/C=C/C(/C)=C/CO.[CH3:22][C:23]1[CH:30]=[CH:29][C:28]([CH3:31])=[CH:27][C:24]=1[CH2:25]Cl.CC[O:34][CH2:35][CH3:36]>>[CH3:22][C:23]1[CH:30]=[CH:29][C:28]([CH3:31])=[CH:27][C:24]=1[CH2:25][O:34][CH2:35][C:36]1[CH:4]=[C:3]([CH3:10])[CH:2]=[CH:7][C:6]=1[CH3:5]. Procedure details: Retinyl 2,5-Dimethylbenzyl Ether (3c) was prepared from retinol and 2,5-dimethylbenzyl chloride as outlined by the general procedure. The reaction mixture was stirred at room temperature during 2 hr and at 80° C. during 3 hr. After the crude product had been obtained from the ether extract, successive chromatographic operations were performed on silica gel 60 as follows: flash chromatography with 2:1 chloroform-pentane; flash chromatography with 95:5 cyclohexane-ethyl acetate; gravity chromatogr... The reactants are CC1=C(C(CCC1)(C)C)/C=C/C(=C/C=C/C(=C/CO)/C)/C (retinol), CC1=C(CCl)C=C(C=C1)C (2,5-dimethylbenzyl chloride), CCOCC (ether). Conditions: temperature 80 celsius, time 3 hour. Product: CC1=C(COCC2=C(C=CC(=C2)C)C)C=C(C=C1)C (2,5-Dimethylbenzyl Ether), crude product. The reactants are CC1=C(C=C(C(=C1)OC)C)B(O)O (2,5-dimethyl-4-methoxy-phenylboronic acid), CC1=NNC=C1 (3-methyl-1H-pyrazole). Yields the product CC1=C(C=C(C(=C1)OC)C)N1N=C(C=C1)C (1-(2,5-dimethyl-4-methoxy-phenyl)-3-methyl-1H-pyrazole). RXN SMILES: [CH3:1][C:2]1[CH:7]=[C:6]([O:8][CH3:9])[C:5]([CH3:10])=[CH:4][C:3]=1B(O)O.[CH3:14][C:15]1[CH:19]=[CH:18][NH:17][N:16]=1>>[CH3:1][C:2]1[CH:7]=[C:6]([O:8][CH3:9])[C:5]([CH3:10])=[CH:4][C:3]=1[N:17]1[CH:18]=[CH:19][C:15]([CH3:14])=[N:16]1. Procedure details: A similar reaction to Reference Preparation example 33 using 2,5-dimethyl-4-methoxy-phenylboronic acid instead of 4-methoxy-3-methyl-phenylboronic acid, and using 3-methyl-1H-pyrazole instead of 3,4,5-trimethyl-1H-pyrazole gave 1-(2,5-dimethyl-4-methoxy-phenyl)-3-methyl-1H-pyrazole. Reactants: C(C)(C)C1=C(C2=CC=CC=C2C=C1)C(C)C (diisopropyl naphthalene), C(C)(C)C1=CC2=CC=C(C=C2C=C1)C(C)C (2,6-diisopropyl naphthalene). Run in C(C)(C)C1=CC2=CC(=CC=C2C=C1)C(C)C (2,7-diisopropyl naphthalene), C(C)(C)C1=CC2=CC(=CC=C2C=C1)C(C)C (2,7-diisopropyl naphthalene). Product: C1=CC=CC2=CC=CC=C12 (naphthalene). As a reaction SMILES: C([C:4]1[CH:13]=[CH:12][C:11]2[C:6](=[CH:7][CH:8]=[CH:9][CH:10]=2)[C:5]=1C(C)C)(C)C.C(C1C=CC2C(=CC=C(C(C)C)C=2)C=1)(C)C>C(C1C=CC2C(=CC(C(C)C)=CC=2)C=1)(C)C>[CH:10]1[C:11]2[C:6](=[CH:5][CH:4]=[CH:13][CH:12]=2)[CH:7]=[CH:8][CH:9]=1. Procedure: Naphthalene (80 g) and the catalyst from example 1 (4 g or 5% by weight on the naphthalene) are contacted with propylene at a temperature of 220° C. with an added pressure of propylene of 0.8×105Pa for 3 hours in a 300 ml Parr pressure autoclave operated under agitation. Analysis of the reaction mixture by gas chromatography gives a conversion of 89.0%, a yield in the 2,6-diisopropyl naphthalene of 34.4% and a yield in 2,7-diisopropyl naphthalene of 11.8%. The sum of the diisopropyl naphthalene ...